This data is from the Open Reaction Database (ORD), a public repository of structured organic reaction records. The task is: describe an organic reaction: reactants, conditions, products, and yield Reactants: [BH4-].[Na+] (sodium borohydride), ClC=1C=C2CCC(C2=CC1Cl)=O (5,6-dichloro-2,3-dihydro-1H-inden-1-one). Solvent: CO (methanol). Conditions: time 1 hour. Product: ClC=1C=C2CCC(C2=CC1Cl)O (5,6-dichloro-2,3-dihydro-1H-inden-1-ol). As a reaction SMILES: [BH4-].[Na+].[Cl:3][C:4]1[CH:5]=[C:6]2[C:10](=[CH:11][C:12]=1[Cl:13])[C:9](=[O:14])[CH2:8][CH2:7]2>CO>[Cl:3][C:4]1[CH:5]=[C:6]2[C:10](=[CH:11][C:12]=1[Cl:13])[CH:9]([OH:14])[CH2:8][CH2:7]2 |f:0.1|. Procedure details: 4.85 g of sodium borohydride were added at 0° C. to a solution of 4 g of the product of Step A in 285 ml of methanol and after stirring for one hour, the methanol was evaporated. The residue was diluted with water and excess hydride was eliminated by addition of hydrochloric acid. The mixture was extracted with ethyl acetate and the organic phase was evaporated to dryness under reduced pressure to obtain the desired product melting at 84° C. Reactants: CN(C)C=O, CN1CCCC1=O, O=C(Cl)C(=O)Cl, Nc1cccc(Oc2ccc3nc(NC(=O)C4CC4)cn3n2)c1, O=C(O)c1cccc(N2CCCC2=O)c1, C1CCOC1. Product: O=C(Nc1cccc(Oc2ccc3nc(NC(=O)C4CC4)cn3n2)c1)c1cccc(N2CCCC2=O)c1. RXN SMILES: [CH3:22][N:23]([CH3:24])[CH:25]=[O:26].[CH3:50][N:51]1[CH2:52][CH2:53][CH2:54][C:55]1=[O:56].[Cl:16][C:17]([C:18]([Cl:19])=[O:20])=[O:21].[NH2:27][c:28]1[cH:29][c:30]([O:31][c:32]2[cH:33][cH:34][c:35]3[n:36]([n:37]2)[cH:38][c:39]([NH:41][C:42](=[O:43])[CH:44]2[CH2:45][CH2:46]2)[n:40]3)[cH:47][cH:48][cH:49]1.[O:1]=[C:2]1[N:3]([c:7]2[cH:8][c:9]([C:10](=[O:11])[OH:12])[cH:13][cH:14][cH:15]2)[CH2:4][CH2:5][CH2:6]1.[O:57]1[CH2:58][CH2:59][CH2:60][CH2:61]1>>[O:1]=[C:2]1[N:3]([c:7]2[cH:8][c:9]([C:10](=[O:12])[NH:27][c:28]3[cH:29][c:30]([O:31][c:32]4[cH:33][cH:34][c:35]5[n:36]([n:37]4)[cH:38][c:39]([NH:41][C:42](=[O:43])[CH:44]4[CH2:45][CH2:46]4)[n:40]5)[cH:47][cH:48][cH:49]3)[cH:13][cH:14][cH:15]2)[CH2:4][CH2:5][CH2:6]1. Reactants: C(C)(=O)O[BH-](OC(C)=O)OC(C)=O.[Na+] (sodium triacetoxyborohydride), ClC1=CC2=C(C(=N1)/C=C/N(C)C)C(=NN2C(C2=CC=CC=C2)(C2=CC=CC=C2)C2=CC=CC=C2)I ((E)-2-(6-chloro-3-iodo-1-trityl-1H-pyrazolo[4,3-c]pyridin-4-yl)-N,N-dimethylethenamine), C(C1=CC=CC=C1)N (benzylamine). The solvent is C(C)(=O)O (acetic acid), CCO (EtOH), CC(=O)O (AcOH), ClCCCl (DCE). Reaction conditions: time 6 hour. Yields the product ClC1=CC2=C(C(=N1)CCNCC1=CC=C(C=C1)OC)C(=NN2C(C2=CC=CC=C2)(C2=CC=CC=C2)C2=CC=CC=C2)I (2-(6-chloro-3-iodo-1-trityl-1H-pyrazolo[4,3-c]pyridin-4-yl)-N-(4-methoxybenzyl)ethanamine). RXN SMILES: [Cl:1][C:2]1[N:7]=[C:6](/[CH:8]=[CH:9]/[N:10](C)[CH3:11])[C:5]2[C:13]([I:35])=[N:14][N:15]([C:16]([C:29]3[CH:34]=[CH:33][CH:32]=[CH:31][CH:30]=3)([C:23]3[CH:28]=[CH:27][CH:26]=[CH:25][CH:24]=3)[C:17]3[CH:22]=[CH:21][CH:20]=[CH:19][CH:18]=3)[C:4]=2[CH:3]=1.C(N)[C:37]1[CH:42]=[CH:41][CH:40]=[CH:39][CH:38]=1.[C:44](O[BH-](OC(=O)C)OC(=O)C)(=[O:46])C.[Na+]>CCO.CC(O)=O.ClCCCl>[Cl:1][C:2]1[N:7]=[C:6]([CH2:8][CH2:9][NH:10][CH2:11][C:40]2[CH:41]=[CH:42][C:37]([O:46][CH3:44])=[CH:38][CH:39]=2)[C:5]2[C:13]([I:35])=[N:14][N:15]([C:16]([C:17]3[CH:18]=[CH:19][CH:20]=[CH:21][CH:22]=3)([C:29]3[CH:30]=[CH:31][CH:32]=[CH:33][CH:34]=3)[C:23]3[CH:28]=[CH:27][CH:26]=[CH:25][CH:24]=3)[C:4]=2[CH:3]=1 |f:2.3|. Procedure details: (E)-2-(6-chloro-3-iodo-1-trityl-1H-pyrazolo[4,3-c]pyridin-4-yl)-N,N-dimethylethenamine (2.2 g, 3.73 mmol) and benzylamine (1.02 g, 7.46 mmol) were stirred in a 3:1:1 solution of DCE:AcOH:EtOH (10 ml) at 85° C. for 3 hrs. Solvent removed by vacuum and residue taken in DCE (15 ml), added sodium triacetoxyborohydride (3.16 g, 14.9 mmol), acetic acid (0.9 g, 14.9 mmol) and stirred at room temperature for 6 hours. Reaction was partitioned between DCM and aqueous sodium bicarbonate and the organics wa... Product: Cc1c(-c2ccc(C(N)=O)c3[nH]c4c(c23)CCC(CO)C4)cccc1N1Cc2ccccc2C1=O. Reactants: NC(=O)c1ccc(Br)c2c3c([nH]c12)CC(CO)CC3, Cc1c(B2OC(C)(C)C(C)(C)O2)cccc1N1Cc2ccccc2C1=O, Cc1ccccc1, CCO, CCOC(C)=O, [K+], [K+], [K+], O=P([O-])([O-])[O-], c1ccc(P(c2ccccc2)(c2ccccc2)[Pd](P(c2ccccc2)(c2ccccc2)c2ccccc2)(P(c2ccccc2)(c2ccccc2)c2ccccc2)P(c2ccccc2)(c2ccccc2)c2ccccc2)cc1. As a reaction SMILES: [Br:1][c:2]1[c:3]2[c:4]3[c:9]([nH:10][c:11]2[c:12]([C:15](=[O:16])[NH2:17])[cH:13][cH:14]1)[CH2:8][CH:7]([CH2:18][OH:19])[CH2:6][CH2:5]3.[CH3:20][c:21]1[c:22]([N:36]2[C:37](=[O:45])[c:38]3[cH:39][cH:40][cH:41][cH:42][c:43]3[CH2:44]2)[cH:23][cH:24][cH:25][c:26]1[B:27]1[O:28][C:29]([CH3:30])([CH3:31])[C:32]([CH3:33])([CH3:34])[O:35]1.[CH3:54][c:55]1[cH:56][cH:57][cH:58][cH:59][cH:60]1.[CH3:61][CH2:62][OH:63].[CH3:64][CH2:65][O:66][C:67]([CH3:68])=[O:69].[K+:51].[K+:52].[K+:53].[P:46]([O-:47])([O-:48])([O-:49])=[O:50].[cH:70]1[cH:71][cH:72][c:73]([P:74]([Pd:75]([P:76]([c:77]2[cH:78][cH:79][cH:80][cH:81][cH:82]2)([c:83]2[cH:84][cH:85][cH:86][cH:87][cH:88]2)[c:89]2[cH:90][cH:91][cH:92][cH:93][cH:94]2)([P:95]([c:96]2[cH:97][cH:98][cH:99][cH:100][cH:101]2)([c:102]2[cH:103][cH:104][cH:105][cH:106][cH:107]2)[c:108]2[cH:109][cH:110][cH:111][cH:112][cH:113]2)[P:114]([c:115]2[cH:116][cH:117][cH:118][cH:119][cH:120]2)([c:121]2[cH:122][cH:123][cH:124][cH:125][cH:126]2)[c:127]2[cH:128][cH:129][cH:130][cH:131][cH:132]2)([c:133]2[cH:134][cH:135][cH:136][cH:137][cH:138]2)[c:139]2[cH:140][cH:141][cH:142][cH:143][cH:144]2)[cH:145][cH:146]1>>[c:2]1(-[c:26]2[c:21]([CH3:20])[c:22]([N:36]3[C:37](=[O:45])[c:38]4[cH:39][cH:40][cH:41][cH:42][c:43]4[CH2:44]3)[cH:23][cH:24][cH:25]2)[c:3]2[c:4]3[c:9]([nH:10][c:11]2[c:12]([C:15](=[O:16])[NH2:17])[cH:13][cH:14]1)[CH2:8][CH:7]([CH2:18][OH:19])[CH2:6][CH2:5]3. Reactants: [C@@H]12[C@H](CCCC1)C(=O)OC2=O (trans-1,2-cyclohexanedicarboxylic anhydride), [Cl-].[Al+3].[Cl-].[Cl-] (aluminum chloride), C1(=CC=CC=C1)CCCCCCCCC (1-phenylnonane). The product is C(CCCCCCCC)C1=CC=C(C(=O)[C@H]2[C@@H](CCCC2)C(=O)O)C=C1 (trans-2-(4-n-nonylbenzoyl)cyclohexane1-carboxylic acid). RXN SMILES: [C@@H:1]12[C:10](=[O:11])[O:9][C:7](=[O:8])[C@H:2]1[CH2:3][CH2:4][CH2:5][CH2:6]2.[Cl-].[Al+3].[Cl-].[Cl-].[C:16]1([CH2:22][CH2:23][CH2:24][CH2:25][CH2:26][CH2:27][CH2:28][CH2:29][CH3:30])[CH:21]=[CH:20][CH:19]=[CH:18][CH:17]=1>>[CH2:22]([C:16]1[CH:17]=[CH:18][C:19]([C:7]([C@@H:2]2[CH2:3][CH2:4][CH2:5][CH2:6][C@H:1]2[C:10]([OH:9])=[O:11])=[O:8])=[CH:20][CH:21]=1)[CH2:23][CH2:24][CH2:25][CH2:26][CH2:27][CH2:28][CH2:29][CH3:30] |f:1.2.3.4|. Reported procedure: The procedure described in Example 23 is followed using trans-1,2-cyclohexanedicarboxylic anhydride (20.0 g), 1-phenylnonane (200 ml), and anhydrous aluminum chloride (38.1 g). Work-up as described provided trans-2-(4-n-nonylbenzoyl)cyclohexane1-carboxylic acid (28.5 g, m.p. 84°-86° C). Reactants: C1OC=2C=C3CCC(CC3=CC2O1)N1CCNCC1 (1-(6,7-methylenedioxy-1,2,3,4-tetrahydro-2-naphthyl) piperazine), ClC1=NC=CC=N1 (2-chloropyrimidine), C([O-])([O-])=O.[K+].[K+] (potassium carbonate). Run in CN(C=O)C (dimethylformamide). The product is C1OC=2C=C3CCC(CC3=CC2O1)N1CCN(CC1)C1=NC=CC=N1 (1-(6,7-methylenedioxy-1,2,3,4-tetrahydro-2-naphthyl)-4-(2pyrimidinyl) piperazine). Yield: 59.2%. RXN SMILES: [CH2:1]1[O:13][C:12]2[CH:11]=[C:10]3[C:5]([CH2:6][CH2:7][CH:8]([N:14]4[CH2:19][CH2:18][NH:17][CH2:16][CH2:15]4)[CH2:9]3)=[CH:4][C:3]=2[O:2]1.Cl[C:21]1[N:26]=[CH:25][CH:24]=[CH:23][N:22]=1.C(=O)([O-])[O-].[K+].[K+]>CN(C)C=O>[CH2:1]1[O:13][C:12]2[CH:11]=[C:10]3[C:5]([CH2:6][CH2:7][CH:8]([N:14]4[CH2:19][CH2:18][N:17]([C:21]5[N:26]=[CH:25][CH:24]=[CH:23][N:22]=5)[CH2:16][CH2:15]4)[CH2:9]3)=[CH:4][C:3]=2[O:2]1 |f:2.3.4|. Procedure details: A solution of 2.6 g of 1-(6,7-methylenedioxy-1,2,3,4-tetrahydro-2-naphthyl) piperazine, 1.5 g of 2-chloropyrimidine and 1.4 g of potassium carbonate in 50 ml of anhydrous dimethylformamide, was heated at 130° C. for 3 hours. Then the reactional mixture was cooled, the so-formed salt was filtered out and the solvent was evaporated under reduced pressure. The so-obtained residue was taken up with 30 ml of a normal solution of methanesulphonic acid and 15 ml of chloroform. The mixture was decanted ... Reactants: NC1(CCOC2=CC=C(C=C12)F)C(=O)OC (Methyl 4-amino-6-fluorochroman-4-carboxylate), racemic spiro-amino, [OH-].[Na+] (sodium hydroxide), [OH-].[Na+] (sodium hydroxide). Solvent: [Cl-].[Na+] (sodium chloride), Cl (hydrochoric acid), Cl (hydrochloric acid). Reaction conditions: time 3 hour. Product: N[C@]1(CCOC2=CC=C(C=C12)F)C(=O)OC ((S)-methyl 4-amino-6-fluorochroman-4-carboxylate). Yield: 73.0%. RXN SMILES: [NH2:1][C:2]1([C:13]([O:15][CH3:16])=[O:14])[C:11]2[C:6](=[CH:7][CH:8]=[C:9]([F:12])[CH:10]=2)[O:5][CH2:4][CH2:3]1.[OH-].[Na+]>[Cl-].[Na+].Cl>[NH2:1][C@:2]1([C:13]([O:15][CH3:16])=[O:14])[C:11]2[C:6](=[CH:7][CH:8]=[C:9]([F:12])[CH:10]=2)[O:5][CH2:4][CH2:3]1 |f:1.2,3.4|. Reported procedure: Methyl 4-amino-6-fluorochroman-4-carboxylate (11.5 g., 0.051 mole), the racemic spiro-amino acid methyl ester prepared in Example 20, was dissolved in 0.125M aqueous sodium chloride solution (100 ml.) at pH 5 by the addition of 6N hydrochoric acid. α-Chymotrypsin (750 mg.), available from the Sigma Chemical Company of St. Louis, MO., was then added to the mixture with stirring at room temperature (~20° C.). After an initial induction period of several hours, hydrolysis commenced as evidenced by ...